describe an organic reaction: reactants, conditions, products, and yield From a dataset of the Open Reaction Database (ORD), a public repository of structured organic reaction records. The reactants are ClC1=C(C=CC=C1)C1=C2CNC(N(C2=CC(=C1)CN1CC(N(CC1)C(=O)OCC1=CC=CC=C1)C)C1=C(C=CC=C1Cl)Cl)=O (benzyl 4-{[5-(2-chlorophenyl)-1-(2,6-dichlorophenyl)-2-oxo-1,2,3,4-tetrahydroquinazolin-7-yl]methyl}-2-methylpiperazine-1-carboxylate), Br.CC(=O)O (HBr HOAc). Solvent: C(Cl)Cl (methylene chloride). Run at temperature 0 celsius, time 30 minute. The product is ClC1=C(C=CC=C1)C1=C2CNC(N(C2=CC(=C1)CN1CC(NCC1)C)C1=C(C=CC=C1Cl)Cl)=O (5-(2-chlorophenyl)-1-(2,6-dichlorophenyl)-7-[(3-methylpiperazin-1-yl)methyl]-3,4-dihydroquinazolin-2(1H)-one). RXN SMILES: [Cl:1][C:2]1[CH:7]=[CH:6][CH:5]=[CH:4][C:3]=1[C:8]1[CH:17]=[C:16]([CH2:18][N:19]2[CH2:24][CH2:23][N:22](C(OCC3C=CC=CC=3)=O)[CH:21]([CH3:35])[CH2:20]2)[CH:15]=[C:14]2[C:9]=1[CH2:10][NH:11][C:12](=[O:44])[N:13]2[C:36]1[C:41]([Cl:42])=[CH:40][CH:39]=[CH:38][C:37]=1[Cl:43].Br.CC(O)=O>C(Cl)Cl>[Cl:1][C:2]1[CH:7]=[CH:6][CH:5]=[CH:4][C:3]=1[C:8]1[CH:17]=[C:16]([CH2:18][N:19]2[CH2:24][CH2:23][NH:22][CH:21]([CH3:35])[CH2:20]2)[CH:15]=[C:14]2[C:9]=1[CH2:10][NH:11][C:12](=[O:44])[N:13]2[C:36]1[C:37]([Cl:43])=[CH:38][CH:39]=[CH:40][C:41]=1[Cl:42] |f:1.2|. Procedure: To a solution of benzyl 4-{[5-(2-chlorophenyl)-1-(2,6-dichlorophenyl)-2-oxo-1,2,3,4-tetrahydroquinazolin-7-yl]methyl}-2-methylpiperazine-1-carboxylate (105 mg, 0.16 mmol) in methylene chloride (2 mL) at 0° C. was added 30% HBr/HOAc (0.32 mL, 1.62 mmol) slowly. The resulting reaction mixture was stirred at 0° C. for 30 min, and then at rt for 30 min. The reaction was quenched with water, then added 5N NaOH solution to pH ˜1, and extracted with methylene chloride (50 mL×3) and ethyl acetate (50 mL... The reactants are COC(CC1=CC(=CC=C1)OC1=C(C=C(C=C1)C(F)(F)F)CNCC)=O ([3-(2-ethylaminomethyl-4-trifluoromethyl-phenoxy)-phenyl]-acetic acid methyl ester), C1(=CC=C(C=C1)S(=O)(=O)Cl)C (p-toluenesulfonyl chloride). Yields the product COC(CC1=CC(=CC=C1)OC1=C(C=C(C=C1)C(F)(F)F)CN(S(=O)(=O)C1=CC=C(C=C1)C)CC)=O ([3-(2-{[Ethyl-(toluene-4-sulfonyl)-amino]-methyl}-4-trifluoromethyl-phenoxy)-phenyl]-acetic acid methyl ester). As a reaction SMILES: [CH3:1][O:2][C:3](=[O:26])[CH2:4][C:5]1[CH:10]=[CH:9][CH:8]=[C:7]([O:11][C:12]2[CH:17]=[CH:16][C:15]([C:18]([F:21])([F:20])[F:19])=[CH:14][C:13]=2[CH2:22][NH:23][CH2:24][CH3:25])[CH:6]=1.[C:27]1([CH3:37])[CH:32]=[CH:31][C:30]([S:33](Cl)(=[O:35])=[O:34])=[CH:29][CH:28]=1>>[CH3:1][O:2][C:3](=[O:26])[CH2:4][C:5]1[CH:10]=[CH:9][CH:8]=[C:7]([O:11][C:12]2[CH:17]=[CH:16][C:15]([C:18]([F:20])([F:19])[F:21])=[CH:14][C:13]=2[CH2:22][N:23]([CH2:24][CH3:25])[S:33]([C:30]2[CH:31]=[CH:32][C:27]([CH3:37])=[CH:28][CH:29]=2)(=[O:35])=[O:34])[CH:6]=1. Procedure: Prepared according to the procedure described in Example 22, Step 1, using the following starting materials: [3-(2-ethylaminomethyl-4-trifluoromethyl-phenoxy)-phenyl]-acetic acid methyl ester and p-toluenesulfonyl chloride. Reactants: BrC=1C=CC2=C(N(N=C2C1)C1=CC=C(C=C1)C(F)(F)F)Cl (6-Bromo-3-chloro-2-(4-trifluoromethylphenyl)-2H-indazole), [OH-].[K+] (KOH). The solvent is CO (MeOH). Yields the product BrC1=CC=C2C(N(NC2=C1)C1=CC=C(C=C1)C(F)(F)F)=O (1,2-Dihydro-6-bromo-2-(4-trifluoromethylphenyl)-3H-indazol-3-one). Isolated yield 44.0%. RXN SMILES: [Br:1][C:2]1[CH:3]=[CH:4][C:5]2[C:9]([CH:10]=1)=[N:8][N:7]([C:11]1[CH:16]=[CH:15][C:14]([C:17]([F:20])([F:19])[F:18])=[CH:13][CH:12]=1)[C:6]=2Cl.[OH-:22].[K+]>CO>[Br:1][C:2]1[CH:10]=[C:9]2[C:5]([C:6](=[O:22])[N:7]([C:11]3[CH:16]=[CH:15][C:14]([C:17]([F:20])([F:19])[F:18])=[CH:13][CH:12]=3)[NH:8]2)=[CH:4][CH:3]=1 |f:1.2|. Procedure details: A solution of the product of Step 3 (2.4 g, 0.0064 mol) in 1M KOH in MeOH (16 mL) was heated at 150° C. in a sealed tube via microwave irradiation for 15 min. The mixture was then concentrated, diluted with H2O, acidified with 1N HCl and the resulting precipitate collected by filtration to give 1.0 g (44% yield) of product. 1H NMR (360 MHz, CDCl3): 7.37 (1H, dd, J 1.4 and 8.5 Hz), 7.66 (1H, d, 1.4 Hz), 7.73 (1H, d, 8.5 Hz), 7.89 (2H, d, 8.5 Hz), 8.13 (2H, d, 8.5 Hz), 11.0 (1H, s). Reactants: ClC1=NC=C(C(=N1)C1=CC2=C(S1)C=CC=C2C(=O)O)Cl (2-(2,5-dichloropyrimidin-4-yl)-benzo[b]thiophene-4-carboxylic acid), Cl.Cl.Cl.C1(CC1)NC(=O)C1=CC=CC=2SC(=CC21)C2=NC(=NC=C2Cl)NCCCN2CCN(CC2)C (2-{5-chloro-2-[3-(4-methylpiperazin-1-yl)-propylamino]-pyrimidin-4-yl}-benzo[b]thiophene-4-carboxylic acid cyclopropylamide tri-hydrochloride). The product is Cl.Cl.Cl.CONC(=O)C1=CC=CC=2SC(=CC21)C2=NC(=NC=C2Cl)NCCCN2CCN(CC2)C (2-{5-Chloro-2-[3-(4-methylpiperazin-1-yl)-propylamino]-pyrimidin-4-yl}-benzo[b]thiophene-4-carboxylic acid methoxyamide tri-hydrochloride). As a reaction SMILES: [ClH:1].Cl.Cl.C1([NH:7][C:8]([C:10]2[C:18]3[CH:17]=[C:16]([C:19]4[C:24]([Cl:25])=[CH:23][N:22]=[C:21]([NH:26][CH2:27][CH2:28][CH2:29][N:30]5[CH2:35][CH2:34][N:33]([CH3:36])[CH2:32][CH2:31]5)[N:20]=4)[S:15][C:14]=3[CH:13]=[CH:12][CH:11]=2)=[O:9])CC1.[Cl:37]C1N=C(C2SC3C=CC=C([C:53](O)=[O:54])C=3C=2)C(Cl)=CN=1>>[ClH:25].[ClH:37].[ClH:1].[CH3:53][O:54][NH:7][C:8]([C:10]1[C:18]2[CH:17]=[C:16]([C:19]3[C:24]([Cl:25])=[CH:23][N:22]=[C:21]([NH:26][CH2:27][CH2:28][CH2:29][N:30]4[CH2:35][CH2:34][N:33]([CH3:36])[CH2:32][CH2:31]4)[N:20]=3)[S:15][C:14]=2[CH:13]=[CH:12][CH:11]=1)=[O:9] |f:0.1.2.3,5.6.7.8|. Procedure: Using the method of 2-{5-chloro-2-[3-(4-methylpiperazin-1-yl)-propylamino]-pyrimidin-4-yl}-benzo[b]thiophene-4-carboxylic acid cyclopropylamide tri-hydrochloride, the title compound is synthesized from 2-(2,5-dichloropyrimidin-4-yl)-benzo[b]thiophene-4-carboxylic acid and isolated as a yellow solid. ES+(m/z) 475 (35Cl) and 477 (37Cl) [M(free base)+H]. Reactants: C(C=C)O (allyl alcohol), [OH-].[K+] (potassium hydroxide), ClC1=CC=C(C=C1)C(F)(F)F (4-chlorobenzotrifluoride). Solvent: S1(=O)(=O)CCCC1 (sulpholane). Reaction conditions: temperature 30 celsius, time 2 hour. Yields the product FC(C1=CC=C(C=C1)OC=CC)(F)F (propenyl 4-trifluoromethylphenyl ether). The yield is 68.0%. RXN SMILES: [CH2:1]([OH:4])[CH:2]=[CH2:3].[OH-].[K+].Cl[C:8]1[CH:13]=[CH:12][C:11]([C:14]([F:17])([F:16])[F:15])=[CH:10][CH:9]=1>S1(CCCC1)(=O)=O>[F:15][C:14]([F:17])([F:16])[C:11]1[CH:12]=[CH:13][C:8]([O:4][CH:1]=[CH:2][CH3:3])=[CH:9][CH:10]=1 |f:1.2|. Reported procedure: 174 g of allyl alcohol was added to a mixture of 298 g of 85% flake potassium hydroxide and 750 ml of sulpholane under nitrogen, and the mixture was heated to 125°-135° C. 272 g of 4-chlorobenzotrifluoride was added over 20 minutes at this temperature. After 2 hours, the reaction mixture was cooled to 30° C., and distillation from the solvent gave 207 g of propenyl 4-trifluoromethylphenyl ether b.p.: 84°-88° C. at 15 Torr. The reactants are [OH-].[Na+] (sodium hydroxide), C(C)(=O)OCCOC1=CC=C(C(=O)C2=CC=CC=C2)C=C1 (4-(2-acetoxyethoxy)-benzophenone), Cl (hydrochloric acid). RXN SMILES: C([O:4][CH2:5][CH2:6][O:7][C:8]1[CH:21]=[CH:20][C:11]([C:12]([C:14]2[CH:19]=[CH:18][CH:17]=[CH:16][CH:15]=2)=[O:13])=[CH:10][CH:9]=1)(=O)C.[OH-].[Na+].Cl>C(O)C>[OH:4][CH2:5][CH2:6][O:7][C:8]1[CH:21]=[CH:20][C:11]([C:12]([C:14]2[CH:15]=[CH:16][CH:17]=[CH:18][CH:19]=2)=[O:13])=[CH:10][CH:9]=1 |f:1.2|. Run in C(C)O (ethanol). Product: OCCOC1=CC=C(C(=O)C2=CC=CC=C2)C=C1 (4-(2-hydroxyethoxy)-benzophenone). Run at time 20 minute. Procedure: 43 g (0.15 mole) of 4-(2-acetoxyethoxy)-benzophenone are dissolved in 60 ml of ethanol and boiled with 17 ml of 32% strength sodium hydroxide solution under reflux, with stirring, for 20 minutes. After cooling, the reaction mixture is neutralized with hydrochloric acid, whereupon the end product is precipitated as a white solid. The reaction mixture is poured into 500 ml of water, and the solid is filtered off with suction, washed and dried in vacuo at 50° C. for 5 hours. This gives 35 g (95%) o... Starting materials: C(C)(=O)OCCC1=CC=C(C2=CC=CC=C12)S(=O)(=O)[O-].[K+] (Potassium 4-(2-acetoxy-ethyl)-naphthalene-1-sulfonate), CN(C=O)C (dimethylformamide), S(=O)(Cl)Cl (thionyl chloride). Run at temperature 80 celsius, time 60 minute. Product: C(C)(=O)OCCC1=CC=C(C2=CC=CC=C12)S(=O)(=O)Cl (4-(2-acetoxy-ethyl)-naphthalene-1-sulfonyl chloride). Yield: 80.4%. Reaction SMILES: [C:1]([O:4][CH2:5][CH2:6][C:7]1[C:16]2[C:11](=[CH:12][CH:13]=[CH:14][CH:15]=2)[C:10]([S:17]([O-:20])(=O)=[O:18])=[CH:9][CH:8]=1)(=[O:3])[CH3:2].[K+].CN(C)C=O.S(Cl)([Cl:29])=O>>[C:1]([O:4][CH2:5][CH2:6][C:7]1[C:16]2[C:11](=[CH:12][CH:13]=[CH:14][CH:15]=2)[C:10]([S:17]([Cl:29])(=[O:20])=[O:18])=[CH:9][CH:8]=1)(=[O:3])[CH3:2] |f:0.1|. Reported procedure: Potassium 4-(2-acetoxy-ethyl)-naphthalene-1-sulfonate (102.3 g, 308 mmol) was added in portions over 15 minutes to a room temperature solution of dimethylformamide (2.4 mL, 31 mmol) in thionyl chloride (112 mL, 1.54 mol). The reaction mixture was gradually brought to 80° C. (oil bath temperature) over 30 minutes and heated at 80° C. for 90 minutes, then cooled to room temperature and stirred at room temperature for 60 minutes. The reaction mixture was partitioned between ice water (500 mL) and e... Conditions: time 1.5 hour. Yield: 96.5%. Reactants: ClC=1C=CC(=C(C1)C1=NN(C=C1NC(=O)C=1C=NN2C1N=CC=C2)CC(=O)N2CCC(CC2)NCCC#N)OC(F)F (pyrazolo[1,5-a]pyrimidine-3-carboxylic acid (3-(5-chloro-2-difluoromethoxy-phenyl)-1-{2-[4-(2-cyano-ethylamino)-piperidin-1-yl]-2-oxo-ethyl}-1H-pyrazol-4-yl)-amide), C=O (formaldehyde), C(C)(=O)O[BH-](OC(C)=O)OC(C)=O.[Na+] (sodium triacetoxyborohydride). Procedure: A solution of pyrazolo[1,5-a]pyrimidine-3-carboxylic acid (3-(5-chloro-2-difluoromethoxy-phenyl)-1-{2-[4-(2-cyano-ethylamino)-piperidin-1-yl]-2-oxo-ethyl}-1H-pyrazol-4-yl)-amide (31.1 g, 52.0 mmol) in DCM (500 mL) was treated with 37% aqueous formaldehyde solution (21.3 mL, 286.2 mmol). On complete addition the reaction was cooled in an ice bath before the addition of sodium triacetoxyborohydride (44.1 g, 208.2 mmol) portionwise. The reaction mixture was warmed to room temperature and stirred fo... Yields the product ClC=1C=CC(=C(C1)C1=NN(C=C1NC(=O)C=1C=NN2C1N=CC=C2)CC(=O)N2CCC(CC2)N(C)CCC#N)OC(F)F (Pyrazolo[1,5-a]pyrimidine-3-carboxylic acid [3-(5-chloro-2-difluoromethoxy-phenyl)-1-(2-{4-[(2-cyano-ethyl)-methyl-amino]-piperidin-1-yl}-2-oxo-ethyl)-1H-pyrazol-4-yl]-amide). RXN SMILES: [Cl:1][C:2]1[CH:3]=[CH:4][C:5]([O:39][CH:40]([F:42])[F:41])=[C:6]([C:8]2[C:12]([NH:13][C:14]([C:16]3[CH:17]=[N:18][N:19]4[CH:24]=[CH:23][CH:22]=[N:21][C:20]=34)=[O:15])=[CH:11][N:10]([CH2:25][C:26]([N:28]3[CH2:33][CH2:32][CH:31]([NH:34][CH2:35][CH2:36][C:37]#[N:38])[CH2:30][CH2:29]3)=[O:27])[N:9]=2)[CH:7]=1.C=O.[C:45](O[BH-](OC(=O)C)OC(=O)C)(=O)C.[Na+]>C(Cl)Cl>[Cl:1][C:2]1[CH:3]=[CH:4][C:5]([O:39][CH:40]([F:41])[F:42])=[C:6]([C:8]2[C:12]([NH:13][C:14]([C:16]3[CH:17]=[N:18][N:19]4[CH:24]=[CH:23][CH:22]=[N:21][C:20]=34)=[O:15])=[CH:11][N:10]([CH2:25][C:26]([N:28]3[CH2:29][CH2:30][CH:31]([N:34]([CH2:35][CH2:36][C:37]#[N:38])[CH3:45])[CH2:32][CH2:33]3)=[O:27])[N:9]=2)[CH:7]=1 |f:2.3|. The solvent is C(Cl)Cl (DCM). Starting materials: C(C1=CC=CC=C1)NCCO (N-benzyl-N-(2-hydroxyethyl)amine), O=S(Cl)Cl (SOCl2). Product: [Cl-].C(C1=CC=CC=C1)[NH2+]CCCl (N-benzyl-N-(2-chloroethyl)ammonium chloride). As a reaction SMILES: [CH2:1]([NH:8][CH2:9][CH2:10]O)[C:2]1[CH:7]=[CH:6][CH:5]=[CH:4][CH:3]=1.O=S(Cl)[Cl:14]>>[Cl-:14].[CH2:1]([NH2+:8][CH2:9][CH2:10][Cl:14])[C:2]1[CH:7]=[CH:6][CH:5]=[CH:4][CH:3]=1 |f:2.3|. Procedure details: 2-Hydroxyethylamine was reacted with benzyl bromide according to Method B2a to give N-benzyl-N-(2-hydroxyethyl)amine. The alcohol was reacted with SOCl2 according to Method B7c to give N-benzyl-N-(2-chloroethyl)ammonium chloride. The chloroethylamine was reacted with 3-chloro-2-methylphenyl isothiocyanate to give 2-(3-chloro-2-methylphenylimino)-3-benzyl-1,3-thiazolidine. Starting materials: C12C(CCCC1)O2 (Cyclohexene oxide), CN (methylamine), [OH-].[Na+] (sodium hydroxide). The product is CN[C@H]1[C@@H](CCCC1)O (trans-2-Methylaminocyclohexanol). Yield: 97.0%. As a reaction SMILES: [CH:1]12[O:7][CH:2]1[CH2:3][CH2:4][CH2:5][CH2:6]2.[CH3:8][NH2:9].[OH-].[Na+]>>[CH3:8][NH:9][C@@H:1]1[CH2:6][CH2:5][CH2:4][CH2:3][C@H:2]1[OH:7] |f:2.3|. Reported procedure: Cyclohexene oxide (196.28 g., 2 mole) is added during 30 min. to 40% aqueous methylamine (466 ml., 6 moles) with stirring. The temperature is from 25° to 27° during this addition. During the following 45 min. the temperature rises to 55° and is kept at 50° to 58° by occasional cooling. It is stirred at room temperature for 18 hr., then heated on the steam bath for 2 hrs., cooled and saturated with solid sodium hydroxide (NaOH). The mixture is extracted well with ether, the extract dried over mag...